From a dataset of the Open Reaction Database (ORD), a public repository of structured organic reaction records. describe an organic reaction: reactants, conditions, products, and yield The product is O1C(OCC1)C1=NC=CC=C1 (2-(1,3-dioxolan-2-yl)pyridine). Yield: 82.4%. Reported procedure: A mixture of 2-pyridinecarboxaldehyde (300 g), 300 mL of ethylene glycol, 3 L of toluene and 100 g of p-toluenesulfonic acid in a 5 L 3 neck-flask equipped with a Dean-Stark head was refluxed for 4 h, separating the water formed. The mixture was concentrated in vacuo to 1/2 of its volume, and poured into a 5 L flask containing a cold (5° C.) sodium bicarbonate solution. The aqueous layer was extracted with methylene chloride (3×500 mL), the combined organic layer was dried over sodium sulfate, a... As a reaction SMILES: [N:1]1[CH:6]=[CH:5][CH:4]=[CH:3][C:2]=1[CH:7]=[O:8].[CH2:9](O)[CH2:10][OH:11].C1(C)C=CC(S(O)(=O)=O)=CC=1>C1(C)C=CC=CC=1>[O:8]1[CH2:9][CH2:10][O:11][CH:7]1[C:2]1[CH:3]=[CH:4][CH:5]=[CH:6][N:1]=1. Reactants: N1=C(C=CC=C1)C=O (2-pyridinecarboxaldehyde), C(CO)O (ethylene glycol), C1(=CC=C(C=C1)S(=O)(=O)O)C (p-toluenesulfonic acid), 3. Run in C1(=CC=CC=C1)C (toluene).